From a dataset of the Open Reaction Database (ORD), a public repository of structured organic reaction records. describe an organic reaction: reactants, conditions, products, and yield Starting materials: C(C)(=O)OC(C1=CC=CC=C1)C=1NC(C2=C(N1)C(=NN2C)CCC)=O ((1-methyl-7-oxo-3-propyl-6,7-dihydro-1H-pyrazolo[4,3-d]pyrimidin-5-yl)(phenyl)methyl acetate), [OH-].[K+] (potassium hydroxide). The solvent is C(C)O (ethanol). The product is OC(C1=CC=CC=C1)C=1NC(C2=C(N1)C(=NN2C)CCC)=O (5-[α-hydroxybenzyl]-1-methyl-3-propyl-6,7-dihydro-1H-pyrazolo[4,3-d]pyrimidin-7-one). As a reaction SMILES: C([O:4][CH:5]([C:12]1[NH:13][C:14](=[O:25])[C:15]2[N:20]([CH3:21])[N:19]=[C:18]([CH2:22][CH2:23][CH3:24])[C:16]=2[N:17]=1)[C:6]1[CH:11]=[CH:10][CH:9]=[CH:8][CH:7]=1)(=O)C.[OH-].[K+]>C(O)C>[OH:4][CH:5]([C:12]1[NH:13][C:14](=[O:25])[C:15]2[N:20]([CH3:21])[N:19]=[C:18]([CH2:22][CH2:23][CH3:24])[C:16]=2[N:17]=1)[C:6]1[CH:7]=[CH:8][CH:9]=[CH:10][CH:11]=1 |f:1.2|. Procedure: (1-methyl-7-oxo-3-propyl-6,7-dihydro-1H-pyrazolo[4,3-d]pyrimidin-5-yl)(phenyl)methyl acetate (1.311 g, 0.004 mol) was added to a solution of potassium hydroxide (232 mg, 0.0041 mol) in ethanol (60 ml). The resulting mixture was refluxed for 1 hour to give a colourless solution. On cooling, this was concentrated under reduced pressure, and the resulting residue partitioned between water and dichloromethane. The aqueous phase was acidified to pH3 with 1M aqueous hydrochloric acid solution and was ... Reactants: CC1(C)CC(=O)OC(=O)C1, CCO, CCN(C(C)C)C(C)C, ClCCl, O=C(O)C(F)(F)F, CN(C(=O)Oc1ccc(CCN)cc1)c1ccccc1, O=S(Cl)Cl. Yields the product CN(C(=O)Oc1ccc(CCN2C(=O)CC(C)(C)CC2=O)cc1)c1ccccc1. Reaction SMILES: [CH3:1][C:2]1([CH3:10])[CH2:3][C:4](=[O:5])[O:6][C:7](=[O:9])[CH2:8]1.[CH3:54][CH2:55][OH:56].[CH:11]([N:12]([CH:13]([CH3:14])[CH3:15])[CH2:16][CH3:17])([CH3:18])[CH3:19].[Cl:51][CH2:52][Cl:53].[F:40][C:41]([F:42])([F:43])[C:44]([OH:45])=[O:46].[NH2:20][CH2:21][CH2:22][c:23]1[cH:24][cH:25][c:26]([O:29][C:30]([N:31]([c:32]2[cH:33][cH:34][cH:35][cH:36][cH:37]2)[CH3:38])=[O:39])[cH:27][cH:28]1.[S:47]([Cl:48])([Cl:49])=[O:50]>>[CH3:1][C:2]1([CH3:10])[CH2:3][C:4](=[O:6])[N:20]([CH2:21][CH2:22][c:23]2[cH:24][cH:25][c:26]([O:29][C:30]([N:31]([c:32]3[cH:33][cH:34][cH:35][cH:36][cH:37]3)[CH3:38])=[O:39])[cH:27][cH:28]2)[C:7](=[O:9])[CH2:8]1. Starting materials: ICl (iodine chloride), FC1=C(N)C(=CC=C1)F (2,6-difluoroaniline), O (water). The solvent is C(C)(=O)O (acetic acid), C(C)(=O)O (acetic acid). Run at temperature 80 celsius, time 2 hour. Product: FC1=C(N)C(=CC(=C1)I)F (2,6-difluoro-4-iodoaniline). The yield is 48.4%. As a reaction SMILES: [F:1][C:2]1[CH:8]=[CH:7][CH:6]=[C:5]([F:9])[C:3]=1[NH2:4].[I:10]Cl.O>C(O)(=O)C>[F:1][C:2]1[CH:8]=[C:7]([I:10])[CH:6]=[C:5]([F:9])[C:3]=1[NH2:4]. Procedure details: 60 g of 2,6-difluoroaniline was dissolved in 180 ml of acetic acid. A solution containing 75 g of iodine chloride dissolved in 48 ml of acetic acid was added dropwise therein, and then agitated at 80° C. for 2 hours. The reaction solution was poured into water, and the resulting deposited crystals were filtrated and washed with water. The crystals were recrystallized with methanol, vacuum distilled (125° C./22 mmHg), and recrystallized again with methanol to obtain 57 g of 2,6-difluoro-4-iodoani... The reactants are O=C(CCNC(CC=1SC=CC1)=O)NNC(=O)N1C2=C(SC3=C(C1)C=CC=C3)C=CC(=C2)Cl (8-chlorodibenzo[b,f][1,4]thiazepine-10(11H)-carboxylic acid, 2-[1-oxo-3-[(2-thienylacetyl)amino]propyl]hydrazide), OO (H2O2). Solvent: CC(=O)O (HOAc). Conditions: time 1 hour. The product is O=C(CCNC(CC=1SC=CC1)=O)NNC(=O)N1C2=C(S(C3=C(C1)C=CC=C3)=O)C=CC(=C2)Cl (8-chloro-5-oxodibenzo[b,f][1,4]thiazepine-10(11H)-carboxylic acid, 2-[1-oxo-3-[(2-thienylacetyl)amino]propyl]hydrazide). RXN SMILES: [O:1]=[C:2]([NH:14][NH:15][C:16]([N:18]1[CH2:24][C:23]2[CH:25]=[CH:26][CH:27]=[CH:28][C:22]=2[S:21][C:20]2[CH:29]=[CH:30][C:31]([Cl:33])=[CH:32][C:19]1=2)=[O:17])[CH2:3][CH2:4][NH:5][C:6](=[O:13])[CH2:7][C:8]1[S:9][CH:10]=[CH:11][CH:12]=1.[OH:34]O>CC(O)=O>[O:1]=[C:2]([NH:14][NH:15][C:16]([N:18]1[CH2:24][C:23]2[CH:25]=[CH:26][CH:27]=[CH:28][C:22]=2[S:21](=[O:34])[C:20]2[CH:29]=[CH:30][C:31]([Cl:33])=[CH:32][C:19]1=2)=[O:17])[CH2:3][CH2:4][NH:5][C:6](=[O:13])[CH2:7][C:8]1[S:9][CH:10]=[CH:11][CH:12]=1. Reported procedure: To a stirring solution of 0.7 g (1.5 mmol) of 8-chlorodibenzo[b,f][1,4]thiazepine-10(11H)-carboxylic acid, 2-[1-oxo-3-[(2-thienylacetyl)amino]propyl]hydrazide (37), prepared in the manner described above in Example 37, in 5 mL of HOAc is added 0.13 mL (1.5 mmol) of 30% H2O2. After stirring for 1 hour, the reaction mixture is lyophilized to obtain the product. Reactants: C1(=CC=C(C=C1)S(=O)(=O)O)C.C(C1=CC=CC=C1)OC(=O)N[C@@H](CCCCN)C(=O)OCC1=CC=CC=C1 (Nα-Benzyloxycarbonyl-O-benzyl(L) lysine paratoluene sulphonate), C([O-])([O-])=O.[Na+].[Na+] (sodium carbonate), C(C1=CC=CC=C1)O (benzyl alcohol), C(C1=CC=CC=C1)=O (benzaldehyde), [BH4-].[Na+] (sodium borohydride). Run in O (water), C(C)(=O)OCC (ethyl acetate). Run at time 2 hour. Yields the product C(C1=CC=CC=C1)NCCCC[C@H](NC(=O)OCC1=CC=CC=C1)C(=O)OCC1=CC=CC=C1 (Nε,O-dibenzyl-Nα-benzyloxycarbonyl(L) lysine), δ(CDCl3). RXN SMILES: [C:1]1([CH3:11])[CH:6]=[CH:5][C:4](S(O)(=O)=O)=[CH:3][CH:2]=1.[CH2:12]([O:19][C:20]([NH:22][C@H:23]([C:29]([O:31][CH2:32][C:33]1[CH:38]=[CH:37][CH:36]=[CH:35][CH:34]=1)=[O:30])[CH2:24][CH2:25][CH2:26][CH2:27][NH2:28])=[O:21])[C:13]1[CH:18]=[CH:17][CH:16]=[CH:15][CH:14]=1.C(=O)([O-])[O-].[Na+].[Na+].C(O)C1C=CC=CC=1.C(=O)C1C=CC=CC=1.[BH4-].[Na+]>O.C(OCC)(=O)C>[CH2:11]([NH:28][CH2:27][CH2:26][CH2:25][CH2:24][C@@H:23]([C:29]([O:31][CH2:32][C:33]1[CH:34]=[CH:35][CH:36]=[CH:37][CH:38]=1)=[O:30])[NH:22][C:20]([O:19][CH2:12][C:13]1[CH:14]=[CH:15][CH:16]=[CH:17][CH:18]=1)=[O:21])[C:1]1[CH:6]=[CH:5][CH:4]=[CH:3][CH:2]=1 |f:0.1,2.3.4,7.8|. Reported procedure: Nα-Benzyloxycarbonyl-O-benzyl(L) lysine paratoluene sulphonate (5.5 g) in water (100 cm3) and ethyl acetate (200 cm3) was treated with sodium carbonate to pH 10. The ethyl acetate phase was washed with saturated brine (3×200 cm3), dried (anhydrous magnesium sulphate) and evaporated to an oil, yield=4.4 g of free amino compound. This was dissolved in chloroform (100 cm3), benzyl alcohol (10 cm3) and treated with 1.2 equivalents of benzaldehyde, stirred for 2 hours then treated with excess sodium ... Starting materials: [OH-].[Na+] (NaOH), FC1=C(C=C(C=C1)I)N1N=C(C(C(=C1)OC)=O)C(=O)OC (methyl 1-(2-fluoro-5-iodophenyl)-5-methoxy-4-oxo-1,4-dihydropyridazine-3-carboxylate), Cl (HCl). Solvent: CO (MeOH). Reaction conditions: time 90 minute. Product: FC1=C(C=C(C=C1)I)N1N=C(C(C(=C1)OC)=O)C(=O)O (1-(2-Fluoro-5-iodophenyl)-5-methoxy-4-oxo-1,4-dihydropyridazine-3-carboxylic acid). Isolated yield 90.9%. Reaction SMILES: [F:1][C:2]1[CH:7]=[CH:6][C:5]([I:8])=[CH:4][C:3]=1[N:9]1[CH:14]=[C:13]([O:15][CH3:16])[C:12](=[O:17])[C:11]([C:18]([O:20]C)=[O:19])=[N:10]1.[OH-].[Na+].Cl>CO>[F:1][C:2]1[CH:7]=[CH:6][C:5]([I:8])=[CH:4][C:3]=1[N:9]1[CH:14]=[C:13]([O:15][CH3:16])[C:12](=[O:17])[C:11]([C:18]([OH:20])=[O:19])=[N:10]1 |f:1.2|. Procedure details: To a suspension of methyl 1-(2-fluoro-5-iodophenyl)-5-methoxy-4-oxo-1,4-dihydropyridazine-3-carboxylate (11.3 g, 28.1 mmol) in MeOH (112 mL) was added 1 M NaOH aqueous solution (56 mL) at 0° C. The mixture was stirred at room temperature for 90 min. To the mixture was added 1 M HCl aqueous solution (56 mL) at 0° C. The mixture was concentrated in vacuo. The precipitates were collected by filtration, washed with water and dried in vacuo at 60° C. to yield the title compound (9.96 g, 91% yield) as... The reactants are CCOCC, CCCc1nc2cnc3cccnc3c2n1Cc1cc(-c2ccc(F)cc2)no1, O=C(OO)c1cccc(Cl)c1. Yields the product CCCc1nc2c[n+]([O-])c3cccnc3c2n1Cc1cc(-c2ccc(F)cc2)no1. Reaction SMILES: [CH3:41][CH2:42][O:43][CH2:44][CH3:45].[F:1][c:2]1[cH:3][cH:4][c:5](-[c:8]2[n:9][o:10][c:11]([CH2:13][n:14]3[c:15]([CH2:27][CH2:28][CH3:29])[n:16][c:17]4[cH:18][n:19][c:20]5[cH:21][cH:22][cH:23][n:24][c:25]5[c:26]34)[cH:12]2)[cH:6][cH:7]1.[OH:30][O:31][C:32]([c:33]1[cH:34][c:35]([Cl:36])[cH:37][cH:38][cH:39]1)=[O:40]>>[F:1][c:2]1[cH:3][cH:4][c:5](-[c:8]2[n:9][o:10][c:11]([CH2:13][n:14]3[c:15]([CH2:27][CH2:28][CH3:29])[n:16][c:17]4[cH:18][n+:19]([O-:30])[c:20]5[cH:21][cH:22][cH:23][n:24][c:25]5[c:26]34)[cH:12]2)[cH:6][cH:7]1. The reactants are BrC1=C(C(=CC=C1)Cl)C1=CC2=C(N=C(N=C2)N)N=C1N (6-(2-Bromo-6-chloro-phenyl)-pyrido[2,3-d]pyrimidine-2,7-diamine), C(C)(C)(C)N=C=O (tert-butyl isocyanate). Product: NC=1N=CC2=C(N1)N=C(C(=C2)C2=C(C=CC=C2Cl)Br)NC(=O)NC(C)(C)C (1-[2-Amino-6-(2-bromo-6-chloro-phenyl)-pyrido[2,3-d]pyrimidin-7-yl]-3-tert-butyl-urea). Reaction SMILES: [Br:1][C:2]1[CH:7]=[CH:6][CH:5]=[C:4]([Cl:8])[C:3]=1[C:9]1[C:19]([NH2:20])=[N:18][C:12]2[N:13]=[C:14]([NH2:17])[N:15]=[CH:16][C:11]=2[CH:10]=1.[C:21]([N:25]=[C:26]=[O:27])([CH3:24])([CH3:23])[CH3:22]>>[NH2:17][C:14]1[N:15]=[CH:16][C:11]2[CH:10]=[C:9]([C:3]3[C:4]([Cl:8])=[CH:5][CH:6]=[CH:7][C:2]=3[Br:1])[C:19]([NH:20][C:26]([NH:25][C:21]([CH3:24])([CH3:23])[CH3:22])=[O:27])=[N:18][C:12]=2[N:13]=1. Procedure details: The title compound was prepared using 0.30 g of 6-(2-bromo-6-chloro-phenyl)-pyrido[2,3-d]pyrimidine-2,7-diamine from Example 104 and 0.105 mL of tert-butyl isocyanate according to Example 2. The product was purified by MPLC eluting with 1:1CHCl3 :EtOAc; mp 314° C. (dec); MS(CI).